This data is from the Open Reaction Database (ORD), a public repository of structured organic reaction records. The task is: describe an organic reaction: reactants, conditions, products, and yield As a reaction SMILES: [Br:1][C:2]1[CH:3]=[C:4]([CH2:15][C:16]([O:18][CH2:19]C)=[O:17])[CH:5]=[C:6]([Br:14])[C:7]=1[S:8]C(=O)N(C)C.C(O)C>[OH-].[Na+]>[Br:1][C:2]1[CH:3]=[C:4]([CH2:15][C:16]([O:18][CH3:19])=[O:17])[CH:5]=[C:6]([Br:14])[C:7]=1[SH:8] |f:2.3|. The reactants are C(C)O (ethanol), BrC=1C=C(C=C(C1SC(N(C)C)=O)Br)CC(=O)OCC (ethyl 3,5-dibromo-4-(N,N-dimethylcarbamoylthio)phenylacetate). The solvent is [OH-].[Na+] (sodium hydroxide). Isolated yield 55.6%. Product: BrC=1C=C(C=C(C1S)Br)CC(=O)OC (methyl 3,5-dibromo-4-mercaptophenylacetate). Procedure: A solution of ethyl 3,5-dibromo-4-(N,N-dimethylcarbamoylthio)phenylacetate (8 g, 0.018 mol), from Preparation D, in 100 mL of 10% aqueous sodium hydroxide and 10 mL ethanol was heated at reflux for 20 hrs under a nitrogen atmosphere. The reaction mixture was cooled and neutral impurities extracted with ethyl acetate. The aqueous phase was acidified with 6N HCl and extracted twice with ethyl acetate. The combined extracts were washed with water and saturated sodium chloride solution, dried (Na2SO... The reactants are FCON=C(C(=O)N)C1=NSC(=N1)N (2-fluoromethoxyimino-2-(5-amino-1,2,4-thiadiazole-3-yl) acetamide), C(=O)O (formic acid), C(C)(=O)OC(C)=O (acetic anhydride). Product: FCON=C(C(=O)N)C1=NSC(=N1)NC=O (2-fluoromethoxyimino-2-(5-formamido-1,2,4-thiadiazole-3-yl) acetamide). Isolated yield 61.4%. As a reaction SMILES: [F:1][CH2:2][O:3][N:4]=[C:5]([C:9]1[N:13]=[C:12]([NH2:14])[S:11][N:10]=1)[C:6]([NH2:8])=[O:7].[CH:15](O)=[O:16].C(OC(=O)C)(=O)C>>[F:1][CH2:2][O:3][N:4]=[C:5]([C:9]1[N:13]=[C:12]([NH:14][CH:15]=[O:16])[S:11][N:10]=1)[C:6]([NH2:8])=[O:7]. Procedure: To a suspension of 2-fluoromethoxyimino-2-(5-amino-1,2,4-thiadiazole-3-yl) acetamide (anti-isomer) (3.51 g, 16 mmol) in 99% formic acid (14.73 g, 320 mmol), acetic anhydride (4.90 g, 48 mmol) was added, and the mixture was reacted at 40° C. for 50 hrs, and then cooled to below 10° C. to separate crystals. The crystals were collected by filtration and washed with cold methanol (10 ml) on Nutsche. The crystals in DMF (16 ml) were heated to dissolve and the resulting solution was dispersed in metha... The reactants are N1[C@@H](CCC1)CO ((S)-2-pyrrolidinemethanol), COC1=CC=C(CCBr)C=C1 (4-methoxyphenethyl bromide), C([O-])([O-])=O.[Na+].[Na+] (sodium carbonate). Reagents/catalysts: [I-].[Na+] (sodium iodide). Solvent: C(C)#N (acetonitrile). The product is OC[C@H]1N(CCC1)CCC1=CC=C(C=C1)OC ((S)-2-Hydroxymethyl-1-(4-methoxyphenethyl)pyrrolidine). The yield is 57.3%. RXN SMILES: [NH:1]1[CH2:5][CH2:4][CH2:3][C@H:2]1[CH2:6][OH:7].[CH3:8][O:9][C:10]1[CH:18]=[CH:17][C:13]([CH2:14][CH2:15]Br)=[CH:12][CH:11]=1.C(=O)([O-])[O-].[Na+].[Na+]>C(#N)C.[I-].[Na+]>[OH:7][CH2:6][C@@H:2]1[CH2:3][CH2:4][CH2:5][N:1]1[CH2:15][CH2:14][C:13]1[CH:17]=[CH:18][C:10]([O:9][CH3:8])=[CH:11][CH:12]=1 |f:2.3.4,6.7|. Procedure details: A mixture of (S)-2-pyrrolidinemethanol (3.0 g), 4-methoxyphenethyl bromide (7.0 g), sodium carbonate (3.5 g) and sodium iodide (100 mg) in acetonitrile (40 ml) was heated under reflux for 16 hours and evaporated under reduced pressure. The residue was partitioned between ethyl acetate and water and the organic layer washed with water and extracted with 2M hydrochloric acid. The acidic extract was washed with ethyl acetate, basified with solid sodium carbonate and extracted with ethyl acetate. Th... Starting materials: COC(=O)Nc1ccc(C(=O)N(C)C)c(S(=O)(=O)NC(C)(C)C)c1, O=C(O)C(F)(F)F. The product is COC(=O)Nc1ccc(C(=O)N(C)C)c(S(N)(=O)=O)c1. Reaction SMILES: [C:1]([CH3:2])([CH3:3])([CH3:4])[NH:5][S:6](=[O:7])(=[O:8])[c:9]1[c:10]([C:20](=[O:21])[N:22]([CH3:23])[CH3:24])[cH:11][cH:12][c:13]([NH:15][C:16](=[O:17])[O:18][CH3:19])[cH:14]1.[OH:25][C:26]([C:27]([F:28])([F:29])[F:30])=[O:31]>>[NH2:5][S:6](=[O:7])(=[O:8])[c:9]1[c:10]([C:20](=[O:21])[N:22]([CH3:23])[CH3:24])[cH:11][cH:12][c:13]([NH:15][C:16](=[O:17])[O:18][CH3:19])[cH:14]1. Solvent: C(C)N(CC)CC (triethylamine), C(Cl)Cl (methylene chloride), C(Cl)Cl (methylene chloride), O1CCCC1 (tetrahydrofuran). Reported procedure: A mixture of 2.22 g of the anti isomer of 2-(2-tritylamino-4-thiazolyl)-2-methoxyimino-acetic acid, 20 ml of dry tetrahydrofuran, 15 ml of methylene chloride and 0.55 ml of N-methyl-morpholine under argon was cooled to -20° C. and 0.65 ml of isobutyl chloroformate was added thereto. The mixture was stirred and was cooled to -35° C. and then a solution of 1.44 g of 7-amino-3-acetylthiomethyl-ceph-3-eme-4-carboxylic acid, 25 ml of methylene chloride and 1.4 ml of anhydrous triethylamine was added ... Reaction SMILES: [C:1]([NH:20][C:21]1[S:22][CH:23]=[C:24]([C:26](=[N:30][O:31][CH3:32])[C:27]([OH:29])=O)[N:25]=1)([C:14]1[CH:19]=[CH:18][CH:17]=[CH:16][CH:15]=1)([C:8]1[CH:13]=[CH:12][CH:11]=[CH:10][CH:9]=1)[C:2]1[CH:7]=[CH:6][CH:5]=[CH:4][CH:3]=1.CN1CCOCC1.ClC(OCC(C)C)=O.[NH2:48][CH:49]1[C:64](=[O:65])[N:51]2[C:52]([C:61]([OH:63])=[O:62])=[C:53]([CH2:56][S:57][C:58](=[O:60])[CH3:59])[CH2:54][S:55][C@H:50]12>C(N(CC)CC)C.C(Cl)Cl.O1CCCC1>[C:58]([S:57][CH2:56][C:53]1[CH2:54][S:55][C@@H:50]2[CH:49]([NH:48][C:27](=[O:29])[C:26]([C:24]3[N:25]=[C:21]([NH:20][C:1]([C:8]4[CH:13]=[CH:12][CH:11]=[CH:10][CH:9]=4)([C:14]4[CH:15]=[CH:16][CH:17]=[CH:18][CH:19]=4)[C:2]4[CH:7]=[CH:6][CH:5]=[CH:4][CH:3]=4)[S:22][CH:23]=3)=[N:30][O:31][CH3:32])[C:64](=[O:65])[N:51]2[C:52]=1[C:61]([OH:63])=[O:62])(=[O:60])[CH3:59]. Run at temperature -20 celsius. Starting materials: NC1[C@@H]2N(C(=C(CS2)CSC(C)=O)C(=O)O)C1=O (7-amino-3-acetylthiomethyl-ceph-3-eme-4-carboxylic acid), C(C1=CC=CC=C1)(C1=CC=CC=C1)(C1=CC=CC=C1)NC=1SC=C(N1)C(C(=O)O)=NOC (2-(2-tritylamino-4-thiazolyl)-2-methoxyimino-acetic acid), CN1CCOCC1 (N-methyl-morpholine), ClC(=O)OCC(C)C (isobutyl chloroformate). Yields the product C(C)(=O)SCC=1CS[C@H]2N(C1C(=O)O)C(C2NC(C(=NOC)C=2N=C(SC2)NC(C2=CC=CC=C2)(C2=CC=CC=C2)C2=CC=CC=C2)=O)=O (3-acetylthiomethyl-7-[{2 -(2-tritylamino-4-thiazolyl)-2-methoxyiminoacetyl}amino]-ceph-3-eme-4-carboxylic acid). Starting materials: P(O)(O)(O)=O (Phosphoric acid), P(O)(O)(O)=O (phosphoric acid), acid, [OH-].[Ba+2].[OH-] (barium hydroxide), O.[OH-].[Ba+2].[OH-] (Barium hydroxide monohydrate). Solvent: O (water), O (water). Reaction conditions: time 1 hour. Yields the product P(=O)([O-])([O-])[O-].[Ba+2].P(=O)([O-])([O-])[O-].[Ba+2].[Ba+2] (Barium phosphate). As a reaction SMILES: O.[OH-].[Ba+2:3].[OH-].[P:5](=[O:9])([OH:8])([OH:7])[OH:6].[OH-].[Ba+2].[OH-]>O>[P:5]([O-:9])([O-:8])([O-:7])=[O:6].[Ba+2:3].[P:5]([O-:9])([O-:8])([O-:7])=[O:6].[Ba+2:3].[Ba+2:3] |f:0.1.2.3,5.6.7,9.10.11.12.13|. Reported procedure: Barium phosphate was prepared by the following procedure. Barium hydroxide monohydrate (15.0 g, 79.2 mmoles) was dissolved in 1500 ml of distilled water under stirring for one hour. Phosphoric acid (6.1 grams of 85%w phosphoric acid, containing 52.8 mmoles of the acid) was diluted with 100 ml of distilled water and the dilute acid solution was then added dropwise to the barium hydroxide solution over an eight minute period. A milky white suspension formed and remained. The suspension was stirred...